From a dataset of the Open Reaction Database (ORD), a public repository of structured organic reaction records. describe an organic reaction: reactants, conditions, products, and yield Reactants: NC1=NC(=NC(=N1)Cl)Cl (6-amino-2,4-dichloro-[1,3,5]triazine), C(CC)N (propan-1-amine), [OH-].[Na+] (NaOH), ice water. The solvent is CC(=O)C (acetone), CC(=O)C (acetone). Reaction conditions: temperature 50 celsius, time 60 minute. Product: NC1=NC(=NC(=N1)Cl)NCCC (6-Amino-2-chloro-4-n-propylamino-[1,3,5]triazine), powder. The yield is 100.0%. RXN SMILES: [NH2:1][C:2]1[N:7]=[C:6](Cl)[N:5]=[C:4]([Cl:9])[N:3]=1.[CH2:10]([NH2:13])[CH2:11][CH3:12].[OH-].[Na+]>CC(C)=O>[NH2:1][C:2]1[N:3]=[C:4]([Cl:9])[N:5]=[C:6]([NH:13][CH2:10][CH2:11][CH3:12])[N:7]=1 |f:2.3|. Reported procedure: 6-Amino-2,4-dichloro-[1,3,5]triazine (XXXVII) (30.0 g, 187 mmol) was dissolved in acetone (100 mL) and poured into ice-water (100 mL) to form a very fine suspension. To this mixture, a solution of propan-1-amine (11.0 g, 187 mmol) in acetone (20 mL) was added at 0° C. To this reaction, 2 N NaOH (94 mL, 187 mmol) was added dropwise at a rate to keep the temperature between 0° C. and 5° C. The mixture was stirred for 30 min at ambient temperature and for an additional 60 min at 50° C. The mixture ... Starting materials: CCC(C)=O, CCOC(C)=O, ClCCBr, [K+], [K+], O=C([O-])[O-], O, O=[N+]([O-])c1cccc(O)c1. The product is O=[N+]([O-])c1cccc(OCCCl)c1. As a reaction SMILES: [CH3:21][C:22](=[O:23])[CH2:24][CH3:25].[CH3:26][CH2:27][O:28][C:29]([CH3:30])=[O:31].[Cl:17][CH2:18][CH2:19][Br:20].[K+:11].[K+:12].[O-:13][C:14]([O-:15])=[O:16].[OH2:32].[OH:1][c:2]1[cH:3][cH:4][cH:5][c:6]([N+:8]([O-:9])=[O:10])[cH:7]1>>[O:1]([c:2]1[cH:3][cH:4][cH:5][c:6]([N+:8]([O-:9])=[O:10])[cH:7]1)[CH2:19][CH2:18][Cl:17]. Reactants: C1[C@H]([C@@H]([C@H]([C@@H]([C@H]1N)O[C@@H]2[C@@H]([C@H]([C@@H]([C@H](O2)CN)O)O)O)O)O[C@@H]3[C@@H]([C@H]([C@@H]([C@H](O3)CO)O)N)O)N (kanamycin), FeSO4, CN1C(=NN=C1SCC(=O)NC2=CC=CC=C2C(=O)OC)C34CC5CC(C3)CC(C5)C4 (CS38), CC/C(=C(/CC)\C=1C=CC(=CC1)O)/C=2C=CC(=CC2)O (DES), C(CCC(=O)[O-])(=O)[O-] (succinate), CCCCCCCCCCCCOS(=O)(=O)[O-].[Na+] (SDS), CC/C(=C(/CC)\C=1C=CC(=CC1)O)/C=2C=CC(=CC2)O (DES), CN1C(=NN=C1SCC(=O)NC2=CC=CC=C2C(=O)OC)C34CC5CC(C3)CC(C5)C4 (CS38), C(C)(=O)N (acetamide), (NH4)2SO4, OP(=O)(O)[O-].[K+] (KH2PO4), C(CCC(=O)[O-])(=O)[O-] (succinate). Conditions: time 3 day. The product is N[C@@H](CC1=CNC=N1)C(=O)O (Histidine). As a reaction SMILES: [CH2:1]1[C@H:6]([NH2:7])[C@@H:5]([O:8][C@H]2O[C@H](CN)[C@@H](O)[C@H](O)[C@H]2O)[C@H](O)[C@@H:3](O[C@H]2O[C@H](CO)[C@@H](O)[C@H](N)[C@H]2O)[C@@H:2]1[NH2:33].OP([O-])(O)=O.[K+].C([O-])(=O)CCC([O-])=O.[C:48]([NH2:51])(=O)C.CCCCCCCCCCCC[O:64]S([O-])(=O)=O.[Na+].CN1C(SCC(NC2C(C(OC)=O)=CC=CC=2)=O)=NN=C1C12CC3CC(CC(C3)C1)C2.CC/C(/C1C=CC(O)=CC=1)=C(\C1C=CC(O)=CC=1)/CC>>[NH2:7][C@H:6]([C:5]([OH:8])=[O:64])[CH2:1][C:2]1[N:33]=[CH:48][NH:51][CH:3]=1 |f:1.2,5.6|. Procedure details: Plasmids pJAM4 and pJAM21 were introduced into M. smegmatis mc2155 and kanamycin resistant colonies grown in M63 medium [7.6×10−2M (NH4)2SO4, 0.5M KH2PO4, 5.8×10−6M FeSO4. 7H2O, pH 7 ] supplemented with 2% succinate (Sigma Chemical Co., St Louis, Mo.) for uninduced cultures or 2% succinate and acetamide (Sigma) for induced cultures. Bacteria were grown for 3 days, after which cells were harvested and sonicated 4 times for 1 minute. Sonicates were analyzed for expression of recombinant proteins b... The reactants are CCN=C=NCCCN(C)C (EDCI), IC=1C=C(C(=O)O)C=C(C1)[N+](=O)[O-] (3-Iodo-5-nitro-benzoic acid), C=1C=CC2=C(C1)N=NN2O (HOBt), NC(COC)C (2-Amino-1-methoxypropane), CN1CCCC1=O (NMP). Solvent: C(Cl)Cl (CH2Cl2), CN(C)C=O (DMF). Yields the product IC=1C=C(C(=O)NC(COC)C)C=C(C1)[N+](=O)[O-] (3-Iodo-N-(2-methoxy-1-methyl-ethyl)-5-nitro-benzamide). The yield is 27.9%. RXN SMILES: CCN=C=NCCCN(C)C.[I:12][C:13]1[CH:14]=[C:15]([CH:19]=[C:20]([N+:22]([O-:24])=[O:23])[CH:21]=1)[C:16]([OH:18])=O.C1C=CC2N(O)N=NC=2C=1.[NH2:35][CH:36]([CH3:40])[CH2:37][O:38][CH3:39].CN1C(=O)CCC1>C(Cl)Cl.CN(C=O)C>[I:12][C:13]1[CH:14]=[C:15]([CH:19]=[C:20]([N+:22]([O-:24])=[O:23])[CH:21]=1)[C:16]([NH:35][CH:36]([CH3:40])[CH2:37][O:38][CH3:39])=[O:18]. Procedure details: EDCI (7.07 g, 36.9 mmol) was added in one portion to a stirred solution of 3-Iodo-5-nitro-benzoic acid (2.31 g, 24.6 mmol), HOBt (4.985 g, 36.9 mmol), 2-Amino-1-methoxypropane (2.73 ml, 24.6 mmol) and NMP (4.06 ml 36.9 mmol) in CH2Cl2 (120 ml) and DMF (10 ml) at 0° C. The reaction was allowed to warm to room temperature and was stirred over night. The reaction mixture was then washed with 2N NaOH, water, brine, and dried over Na2SO4. Solvent was removed in vacuo to give 2.50 g of 3-Iodo-N-(2-met... The reactants are CC(=O)OC(C)=O, CC1(CC2CCNCC2)SC(NC2CC3CCC2C3)=NC1=O, CCN(C(C)C)C(C)C, ClCCl. The product is CC(=O)N1CCC(CC2(C)SC(NC3CC4CCC3C4)=NC2=O)CC1. RXN SMILES: [CH3:23][C:24](=[O:25])[O:26][C:27](=[O:28])[CH3:29].[CH:1]12[CH:2]([NH:8][C:9]3=[N:13][C:12](=[O:14])[C:11]([CH2:15][CH:16]4[CH2:17][CH2:18][NH:19][CH2:20][CH2:21]4)([CH3:22])[S:10]3)[CH2:3][CH:4]([CH2:5][CH2:6]1)[CH2:7]2.[CH:30]([N:31]([CH:32]([CH3:33])[CH3:34])[CH2:35][CH3:36])([CH3:37])[CH3:38].[Cl:39][CH2:40][Cl:41]>>[CH:1]12[CH:2]([NH:8][C:9]3=[N:13][C:12](=[O:14])[C:11]([CH2:15][CH:16]4[CH2:17][CH2:18][N:19]([C:24]([CH3:23])=[O:25])[CH2:20][CH2:21]4)([CH3:22])[S:10]3)[CH2:3][CH:4]([CH2:5][CH2:6]1)[CH2:7]2. RXN SMILES: [C:1]1([CH:7]([O:14][C:15]([C:17]2[N:18]3[C@H:21]([S:22][CH2:23][C:24]=2[CH2:25][S:26][C:27]2[N:32]4[N:33]=[C:34]([C:36]([O:38][CH:39]([C:46]5[CH:51]=[CH:50][CH:49]=[CH:48][CH:47]=5)[C:40]5[CH:45]=[CH:44][CH:43]=[CH:42][CH:41]=5)=[O:37])[N:35]=[C:31]4[N:30]=[C:29]([CH3:52])[CH:28]=2)[C@H:20]([NH:53][C:54](=[O:83])/[C:55](/[C:58]2[N:59]=[C:60]([NH:63][C:64]([C:77]4[CH:82]=[CH:81][CH:80]=[CH:79][CH:78]=4)([C:71]4[CH:76]=[CH:75][CH:74]=[CH:73][CH:72]=4)[C:65]4[CH:70]=[CH:69][CH:68]=[CH:67][CH:66]=4)[S:61][CH:62]=2)=[N:56]\[OH:57])[C:19]3=[O:84])=[O:16])[C:8]2[CH:13]=[CH:12][CH:11]=[CH:10][CH:9]=2)[CH:6]=[CH:5][CH:4]=[CH:3][CH:2]=1.C(=O)([O-])[O-].[K+].[K+].[Cl:91][CH2:92][C:93]([O:95][C:96]1[C:104]([O:105][C:106](=[O:109])[CH2:107][Cl:108])=[CH:103][C:99]([C:100](Cl)=[O:101])=[C:98]([CH3:110])[CH:97]=1)=[O:94]>ClCCl>[C:1]1([CH:7]([O:14][C:15]([C:17]2[N:18]3[C@H:21]([S:22][CH2:23][C:24]=2[CH2:25][S:26][C:27]2[N:32]4[N:33]=[C:34]([C:36]([O:38][CH:39]([C:40]5[CH:45]=[CH:44][CH:43]=[CH:42][CH:41]=5)[C:46]5[CH:51]=[CH:50][CH:49]=[CH:48][CH:47]=5)=[O:37])[N:35]=[C:31]4[N:30]=[C:29]([CH3:52])[CH:28]=2)[C@H:20]([NH:53][C:54](=[O:83])/[C:55](/[C:58]2[N:59]=[C:60]([NH:63][C:64]([C:71]4[CH:76]=[CH:75][CH:74]=[CH:73][CH:72]=4)([C:77]4[CH:78]=[CH:79][CH:80]=[CH:81][CH:82]=4)[C:65]4[CH:66]=[CH:67][CH:68]=[CH:69][CH:70]=4)[S:61][CH:62]=2)=[N:56]\[O:57][C:100](=[O:101])[C:99]2[CH:103]=[C:104]([O:105][C:106](=[O:109])[CH2:107][Cl:108])[C:96]([O:95][C:93](=[O:94])[CH2:92][Cl:91])=[CH:97][C:98]=2[CH3:110])[C:19]3=[O:84])=[O:16])[C:8]2[CH:13]=[CH:12][CH:11]=[CH:10][CH:9]=2)[CH:2]=[CH:3][CH:4]=[CH:5][CH:6]=1 |f:1.2.3|. Reported procedure: To an ice-cooled solution of (6R, 7R)-7-[2-(2-triphenylmethylamino-4-thiazolyl)-2-(Z-hydroxyimino)acetamido]-3-[(2-diphenylmethyloxycarbonyl-5-methyl-s-triazolo[1,5-a]pyrimidin-7-yl)thiomethyl]-8-oxo-5-thia-1-azabicyclo[4.2.0]oct-2-ene-2-carboxylic acid diphenylmethyl ester (1.0 g) in dry dichloromethane (24 ml) was added potassium carbonate (0.17 g) at once, followed by dropwise addition of a solution of 4,5-bis(chloroacetoxy)-2-methylbenzoyl chloride (0.43) dry dichloromethane (16 ml) over a p... The solvent is ClCCl (dichloromethane). The product is C1(=CC=CC=C1)C(C1=CC=CC=C1)OC(=O)C=1N2C([C@H]([C@H]2SCC1CSC1=CC(=NC=2N1N=C(N2)C(=O)OC(C2=CC=CC=C2)C2=CC=CC=C2)C)NC(\C(=N/OC(C2=C(C=C(C(=C2)OC(CCl)=O)OC(CCl)=O)C)=O)\C=2N=C(SC2)NC(C2=CC=CC=C2)(C2=CC=CC=C2)C2=CC=CC=C2)=O)=O ((6R, 7R)-7-[2-(2-triphenylmethylamino-4-thiazolyl)-2-[Z-[4,5-bis(chloroacetoxy)-2-methylbenzoyl]oxyimino]acetamido]-3-[(2-diphenylmethyloxycarbonyl-5-methyl-s-triazolo[1,5-a]pyrimidin-7-yl)thiomethyl]-8-oxo-5-thia-1-azabicyclo[4.2.0]oct-2-ene-2-carboxylic acid diphenylmethyl ester). Conditions: temperature 0 celsius, time 3 hour. The reactants are ClCC(=O)OC1=CC(=C(C(=O)Cl)C=C1OC(CCl)=O)C (4,5-bis(chloroacetoxy)-2-methylbenzoyl chloride), ice, C1(=CC=CC=C1)C(C1=CC=CC=C1)OC(=O)C=1N2C([C@H]([C@H]2SCC1CSC1=CC(=NC=2N1N=C(N2)C(=O)OC(C2=CC=CC=C2)C2=CC=CC=C2)C)NC(\C(=N/O)\C=2N=C(SC2)NC(C2=CC=CC=C2)(C2=CC=CC=C2)C2=CC=CC=C2)=O)=O ((6R, 7R)-7-[2-(2-triphenylmethylamino-4-thiazolyl)-2-(Z-hydroxyimino)acetamido]-3-[(2-diphenylmethyloxycarbonyl-5-methyl-s-triazolo[1,5-a]pyrimidin-7-yl)thiomethyl]-8-oxo-5-thia-1-azabicyclo[4.2.0]oct-2-ene-2-carboxylic acid diphenylmethyl ester), C([O-])([O-])=O.[K+].[K+] (potassium carbonate). Starting materials: C(C)O (ethanol), C(C)OC(=O)C=1N=C(SC1)C1CCN(CC1)C(=O)OC(C)(C)C (1,1-dimethylethyl 4-[4-(ethoxycarbonyl)-2-thiazolyl]-1-piperidine-carboxylate), C(C)OC(=O)C=1N=C(SC1)C1CCN(CC1)C(=O)OC(C)(C)C (1,1-dimethylethyl 4-[4-(ethoxycarbonyl)-2-thiazolyl]-1-piperidinecarboxylate), Cl (hydrogen chloride). The solvent is C(C)OCC (diethyl ether), C(C)OCC (diethyl ether). Reaction conditions: time 8 hour. The product is Cl.N1CCC(CC1)C=1SC=C(N1)C(=O)OCC (ethyl 2-(4-piperidinyl)-4-thiazolecarboxylate monohydrochloride). As a reaction SMILES: [CH2:1]([O:3][C:4]([C:6]1[N:7]=[C:8]([CH:11]2[CH2:16][CH2:15][N:14](C(OC(C)(C)C)=O)[CH2:13][CH2:12]2)[S:9][CH:10]=1)=[O:5])[CH3:2].[ClH:24].C(O)C>C(OCC)C>[ClH:24].[NH:14]1[CH2:15][CH2:16][CH:11]([C:8]2[S:9][CH:10]=[C:6]([C:4]([O:3][CH2:1][CH3:2])=[O:5])[N:7]=2)[CH2:12][CH2:13]1 |f:4.5|. Procedure: A solution of 1,1-dimethylethyl 4-[4-(ethoxycarbonyl)-2-thiazolyl]-1-piperidine-carboxylate (11.1 g, 32.7 mmol) (i.e. the product of Example 1, Step A) in 100 mL of diethyl ether was treated with a solution of 2 M hydrogen chloride in diethyl ether (166 mL, 331 mmol) at 0° C. The resulting reaction precipitate was dissolved with 100 mL of absolute ethanol and was stirred overnight at room temperature. The reaction mixture was evaporated in vacuo, re-dissolved in ethanol and evaporated again to g...